This data is from the Open Reaction Database (ORD), a public repository of structured organic reaction records. The task is: describe an organic reaction: reactants, conditions, products, and yield Starting materials: C(C1=CC=CC=C1)C1=C(C=C(C(=O)O)C=C1S(N)(=O)=O)S (4-benzyl-3-mercapto-5-sulfamylbenzoic acid), C(O)([O-])=O.[Na+] (sodium hydrogen carbonate), S(=O)([O-])S(=O)[O-].[Na+].[Na+] (sodium dithionite), C(C)I (ethyl iodide), C(O)([O-])=O.[Na+] (sodium hydrogen carbonate). Run at temperature 70 celsius, time 3 hour. The product is C(C1=CC=CC=C1)C1=C(C=C(C(=O)O)C=C1S(N)(=O)=O)SCC (4-Benzyl-3-ethylthio-5-sulfamylbenzoic acid). RXN SMILES: [CH2:1]([C:8]1[C:16]([S:17](=[O:20])(=[O:19])[NH2:18])=[CH:15][C:11]([C:12]([OH:14])=[O:13])=[CH:10][C:9]=1[SH:21])[C:2]1[CH:7]=[CH:6][CH:5]=[CH:4][CH:3]=1.C(=O)([O-])O.[Na+].S(S([O-])=O)([O-])=O.[Na+].[Na+].[CH2:35](I)[CH3:36]>>[CH2:1]([C:8]1[C:16]([S:17](=[O:20])(=[O:19])[NH2:18])=[CH:15][C:11]([C:12]([OH:14])=[O:13])=[CH:10][C:9]=1[S:21][CH2:35][CH3:36])[C:2]1[CH:3]=[CH:4][CH:5]=[CH:6][CH:7]=1 |f:1.2,3.4.5|. Reported procedure: A mixture of 4-benzyl-3-mercapto-5-sulfamylbenzoic acid (1.0 g), sodium hydrogen carbonate (0.3 g), sodium dithionite (0.3 g), ethyl iodide (1.0 ml) and saturated sodium hydrogen carbonate solution (8 ml) is stirred at 70° C for 3 hours. After cooling, the precipitated sodium 4-benzyl-3-ethylthio-5-sulfamylbenzoate is collected by filtration and washed with a minor amount of icecold water. After drying, the sodium salt is dissolved in hot water (10 ml), and the solution is clarified by the filtr... Starting materials: CC(=O)c1cc(C)cc(NC(=O)c2nnnn2Cc2ccccc2)c1O, CC(=O)O. The product is CC(=O)c1cc(C)cc(NC(=O)c2nnn[nH]2)c1O. As a reaction SMILES: [C:1]([CH3:2])(=[O:3])[c:4]1[c:5]([OH:26])[c:6]([NH:7][C:8](=[O:9])[c:10]2[n:11][n:12][n:13][n:14]2[CH2:15][c:16]2[cH:17][cH:18][cH:19][cH:20][cH:21]2)[cH:22][c:23]([CH3:25])[cH:24]1.[CH3:27][C:28](=[O:29])[OH:30]>>[C:1]([CH3:2])(=[O:3])[c:4]1[c:5]([OH:26])[c:6]([NH:7][C:8](=[O:9])[c:10]2[n:11][n:12][n:13][nH:14]2)[cH:22][c:23]([CH3:25])[cH:24]1. Starting materials: C(=O)(OC(C)(C)C)N1C[C@H](CC1)N(C(C(CO)(C)C)=O)C1CCC(CC1)(C)C ((3S)-1-Boc-3-[(4,4-dimethylcyclohexyl)(3-hydroxy-2,2-dimethylpropanoyl)amino]pyrrolidine), C(C)(C)(C)N1C[C@H]([C@@H](C1)C1=CC=C(C=C1)Cl)C(=O)O ((3S,4R)-1-t-butyl-4-(4-chlorophenyl)pyrrolidine-3-carboxylic acid). Product: C(C)(C)(C)N1C[C@H]([C@@H](C1)C1=CC=C(C=C1)Cl)C(=O)N1C[C@H](CC1)N(C(C(CO)(C)C)=O)C1CCC(CC1)(C)C (N-[(3S)-1-{[(3S,4R)-1-t-butyl-4-(4-chlorophenyl) pyrrolidine-3-yl]carbonyl}pyrrolidine-3-yl]-N-(4,4-dimethylcyclohexyl)-3-hydroxy-2,2-dimethylpropaneamide). RXN SMILES: [C:1]([N:8]1[CH2:12][CH2:11][C@H:10]([N:13]([CH:21]2[CH2:26][CH2:25][C:24]([CH3:28])([CH3:27])[CH2:23][CH2:22]2)[C:14](=[O:20])[C:15]([CH3:19])([CH3:18])[CH2:16][OH:17])[CH2:9]1)(OC(C)(C)C)=[O:2].[C:29]([N:33]1[CH2:37][C@@H:36]([C:38]2[CH:43]=[CH:42][C:41]([Cl:44])=[CH:40][CH:39]=2)[C@H:35](C(O)=O)[CH2:34]1)([CH3:32])([CH3:31])[CH3:30]>>[C:29]([N:33]1[CH2:37][C@@H:36]([C:38]2[CH:43]=[CH:42][C:41]([Cl:44])=[CH:40][CH:39]=2)[C@H:35]([C:1]([N:8]2[CH2:12][CH2:11][C@H:10]([N:13]([CH:21]3[CH2:26][CH2:25][C:24]([CH3:27])([CH3:28])[CH2:23][CH2:22]3)[C:14](=[O:20])[C:15]([CH3:18])([CH3:19])[CH2:16][OH:17])[CH2:9]2)=[O:2])[CH2:34]1)([CH3:32])([CH3:30])[CH3:31]. Reported procedure: The title compound was prepared according to the procedure described in Step F-G of Example A1, using N-(4,4-dimethylcyclohexyl)-3-hydroxy-2,2-dimethyl-N-[(3S)-pyrrolidine-3-yl]propaneamide (500 mg, 1.21 mmol) prepared in Step B and (3S,4R)-1-t-butyl-4-(4-chlorophenyl)pyrrolidine-3-carboxylic acid prepared in Preparation Example A9-2 (672 mg, 91.9%). Reactants: O(C1=CC=CC=C1)C=1SC(=CN1)CO ((2-phenoxy-5-thiazolyl)-methanol). Reagents/catalysts: [O-2].[O-2].[Mn+4] (manganese dioxide). The solvent is C1=CC=CC=C1 (benzene). Reaction conditions: temperature 40 celsius, time 5 hour. The product is O(C1=CC=CC=C1)C=1SC(=CN1)C=O ((2-phenoxy-5-thiazolyl)-methanal). The yield is 77.8%. Reaction SMILES: [O:1]([C:8]1[S:9][C:10]([CH2:13][OH:14])=[CH:11][N:12]=1)[C:2]1[CH:7]=[CH:6][CH:5]=[CH:4][CH:3]=1>C1C=CC=CC=1.[O-2].[O-2].[Mn+4]>[O:1]([C:8]1[S:9][C:10]([CH:13]=[O:14])=[CH:11][N:12]=1)[C:2]1[CH:3]=[CH:4][CH:5]=[CH:6][CH:7]=1 |f:2.3.4|. Procedure details: 40 g of manganese dioxide were added to a solution of 10 g of (2-phenoxy-5-thiazolyl)-methanol in 250 ml of benzene and the mixture was stirred at 40° C. for 5 hours and was filtered. The filtrate was evaporated to dryness and the residue was chromatographed over silica gel.Elution with a 7-3 methylene chloride-ethyl acetate mixture yielded 7.7 g of (2-phenoxy-5-thiazolyl)-methanal melting at 50° C. Starting materials: ClC1(C(=C(C(=C1Cl)Cl)Cl)Cl)Cl (hexachlorocyclopentadiene), C1(=CC=CC=C1)C (toluene), gel, copolymer. Product: C=CCCCC (1-hexene), C=CCCCCC=C (1,7-octadiene). Reaction SMILES: Cl[C:2]1(Cl)[C:6](Cl)=[C:5](Cl)[C:4](Cl)=[C:3]1Cl.[C:12]1(C)[CH:17]=[CH:16][CH:15]=[CH:14][CH:13]=1>>[CH2:17]=[CH:12][CH2:13][CH2:14][CH2:15][CH3:16].[CH2:13]=[CH:12][CH2:17][CH2:2][CH2:6][CH2:5][CH:4]=[CH2:3]. Procedure: A copolymer of 1-hexene and 1,7-octadiene (molar charge ratio 90:10) was synthesized according to the general procedure in Example I. It had an inherent viscosity of 3.5 dl./g. and 25 percent gel. A solution of 43.3 grams of this copolymer and 95 grams of hexachlorocyclopentadiene in 750 ml. toluene containing finely dispersed gel was heated at 110° C. for 24 hours. After cooling, the reaction mixture was precipitated in excess methanol. The yield of the product was 51.5 grams, inherent viscosit... The reactants are C(C)(=O)O[BH-](OC(C)=O)OC(C)=O.[Na+] (Sodium triacetoxyborohydride), Cl.C(C)OC(=O)[C@@H]1C[C@@H](C1)N (cis-3-Amino-cyclobutanecarboxylic acid ethyl ester hydrochloride), C(C(C)C)C1=CC=C(C=C1)C1=NOC(=N1)C1=CC=C(C=O)C=C1 (4-[3-(4-isobutylphenyl)-1,2,4-oxadiazol-5-yl]benzaldehyde), C(C)(=O)O (acetic acid). Run in C1CCOC1 (THF). Run at time 30 minute. The product is C(C(C)C)C1=CC=C(C=C1)C1=NOC(=N1)C1=CC=C(CN[C@H]2C[C@H](C2)C(=O)OCC)C=C1 (Ethyl cis-3-({4-[3-(4-isobutylphenyl)-1,2,4-oxadiazol-5-yl]benzyl}amino)cyclobutanecarboxylate). The yield is 55.5%. As a reaction SMILES: Cl.[CH2:2]([O:4][C:5]([C@H:7]1[CH2:10][C@@H:9]([NH2:11])[CH2:8]1)=[O:6])[CH3:3].[CH2:12]([C:16]1[CH:21]=[CH:20][C:19]([C:22]2[N:26]=[C:25]([C:27]3[CH:34]=[CH:33][C:30]([CH:31]=O)=[CH:29][CH:28]=3)[O:24][N:23]=2)=[CH:18][CH:17]=1)[CH:13]([CH3:15])[CH3:14].C(O)(=O)C.C(O[BH-](OC(=O)C)OC(=O)C)(=O)C.[Na+]>C1COCC1>[CH2:12]([C:16]1[CH:17]=[CH:18][C:19]([C:22]2[N:26]=[C:25]([C:27]3[CH:28]=[CH:29][C:30]([CH2:31][NH:11][C@@H:9]4[CH2:10][C@H:7]([C:5]([O:4][CH2:2][CH3:3])=[O:6])[CH2:8]4)=[CH:33][CH:34]=3)[O:24][N:23]=2)=[CH:20][CH:21]=1)[CH:13]([CH3:15])[CH3:14] |f:0.1,4.5|. Procedure details: cis-3-Amino-cyclobutanecarboxylic acid ethyl ester hydrochloride (0.193 g, 1.35 mmol) was added to a solution of 4-[3-(4-isobutylphenyl)-1,2,4-oxadiazol-5-yl]benzaldehyde (0.333 g, 1.08 mmol), acetic acid (2 mL) and THF (18 mL) and stirred for 30 minutes. Sodium triacetoxyborohydride (0.500 g, 2.36 mmol) was added to the reaction mixture, stirred at room temperature for 16 hours, and concentrated in vacuo to give a white solid. The solid was triturated with water, filtered and dried to give the ... Reactants: CCO, O=C1c2ccccc2C(=O)N1CCCCCCOCC(F)(F)c1ccccc1, NN, O. The product is NCCCCCCOCC(F)(F)c1ccccc1. Reaction SMILES: [CH3:32][CH2:33][OH:34].[F:1][C:2]([CH2:3][O:4][CH2:5][CH2:6][CH2:7][CH2:8][CH2:9][CH2:10][N:11]1[C:12](=[O:13])[c:14]2[c:15]([cH:16][cH:17][cH:18][cH:19]2)[C:20]1=[O:21])([c:22]1[cH:23][cH:24][cH:25][cH:26][cH:27]1)[F:28].[NH2:30][NH2:31].[OH2:29]>>[F:1][C:2]([CH2:3][O:4][CH2:5][CH2:6][CH2:7][CH2:8][CH2:9][CH2:10][NH2:11])([c:22]1[cH:23][cH:24][cH:25][cH:26][cH:27]1)[F:28].